Dataset: the Open Reaction Database (ORD), a public repository of structured organic reaction records. Task: describe an organic reaction: reactants, conditions, products, and yield The reactants are C(C)(C)(C)C1=NN(C(=C1)O)CC1=CC=C(C(=O)OC)C=C1 (methyl 4-[(3-tert-butyl-5-hydroxy-1H-pyrazol-1-yl)methyl]benzoate), C(C1=CC=CC=C1)Br (benzyl bromide), C([O-])([O-])=O.[K+].[K+] (potassium carbonate), CN(C=O)C (N,N-dimethylformamide). Solvent: O (Water). Reaction conditions: time 8 hour. The product is C(C1=CC=CC=C1)OC1=CC(=NN1CC1=CC=C(C(=O)OC)C=C1)C(C)(C)C (methyl 4-{[5-(benzyloxy)-3-tert-butyl-1H-pyrazol-1-yl]methyl}benzoate). Yield: 81.5%. RXN SMILES: [C:1]([C:5]1[CH:9]=[C:8]([OH:10])[N:7]([CH2:11][C:12]2[CH:21]=[CH:20][C:15]([C:16]([O:18][CH3:19])=[O:17])=[CH:14][CH:13]=2)[N:6]=1)([CH3:4])([CH3:3])[CH3:2].[CH2:22](Br)[C:23]1[CH:28]=[CH:27][CH:26]=[CH:25][CH:24]=1.C(=O)([O-])[O-].[K+].[K+].CN(C)C=O>O>[CH2:22]([O:10][C:8]1[N:7]([CH2:11][C:12]2[CH:13]=[CH:14][C:15]([C:16]([O:18][CH3:19])=[O:17])=[CH:20][CH:21]=2)[N:6]=[C:5]([C:1]([CH3:4])([CH3:2])[CH3:3])[CH:9]=1)[C:23]1[CH:28]=[CH:27][CH:26]=[CH:25][CH:24]=1 |f:2.3.4|. Procedure: A mixture of methyl 4-[(3-tert-butyl-5-hydroxy-1H-pyrazol-1-yl)methyl]benzoate (2.00 g, 6.94 mmol), benzyl bromide (0.91 mL, 7.7 mmol), potassium carbonate (0.96 g, 6.9 mmol) and N,N-dimethylformamide (25 mL) was stirred overnight at room temperature. Water was added to the reaction mixture, and the mixture was extracted with ethyl acetate. The extract was washed with saturated brine, dried over anhydrous magnesium sulfate, and concentrated under reduced pressure. The residue was purified by sil... The reactants are ( 15 ), Cl.OC(CNC(CC1=CC=C(C=C1)OC)(C)C)COC1=CC=C(C=C1)OC (N-[2-Hydroxy-3-(4-methoxyphenoxy)propyl]-1,1-dimethyl-2-(4-methoxyphenyl)ethylamine Hydrochloride), Cl.OC(CNC(CC1=CC=C(C=C1)OC)(C)C)COC1=CC=C(C=C1)C(C)(C)C (N-[2-Hydroxy-3-(4-t-butylphenoxy)propyl]-1,1-dimethyl-2-(4-methoxyphenyl)ethylamine Hydrochloride), ( 100 ), Cl.O[C@@H](CNC(CC1=CC=C(C=C1)OC)(C)C)COC1=CC=C(C=C1)C(C)(C)C ((S)-N-[2-Hydroxy-3-(4-t-butylphenoxy)propyl]-1,1-dimethyl-2-(4-methoxyphenyl)ethylamine Hydrochloride). Yields the product Cl.OC(CNC(CC1=CC=C(C=C1)OC)(C)C)COC1=CC(=CC=C1)C#N (N-[2-hydroxy-3-(3-cyanophenoxy)propyl]-1,1-dimethyl-2-(4-methoxyphenyl)ethylamine Hydrochloride). Reaction SMILES: [ClH:1].O[C@H](COC1C=CC(C(C)(C)C)=CC=1)[CH2:4][NH:5]C(C)(C)CC1C=CC(OC)=CC=1.Cl.[OH:31][CH:32]([CH2:47][O:48][C:49]1[CH:54]=[CH:53][C:52](OC)=[CH:51][CH:50]=1)[CH2:33][NH:34][C:35]([CH3:46])([CH3:45])[CH2:36][C:37]1[CH:42]=[CH:41][C:40]([O:43][CH3:44])=[CH:39][CH:38]=1.Cl.OC(COC1C=CC(C(C)(C)C)=CC=1)CNC(C)(C)CC1C=CC(OC)=CC=1>>[ClH:1].[OH:31][CH:32]([CH2:47][O:48][C:49]1[CH:50]=[CH:51][CH:52]=[C:53]([C:4]#[N:5])[CH:54]=1)[CH2:33][NH:34][C:35]([CH3:46])([CH3:45])[CH2:36][C:37]1[CH:38]=[CH:39][C:40]([O:43][CH3:44])=[CH:41][CH:42]=1 |f:0.1,2.3,4.5,6.7|. Procedure details: GC/EI-MS, m/z (rel. int.) 339 (M-15,.1), 234 (15), 233 (100), 121 (21), 102 (7), 90 (6). The reactants are C1(CCC(=O)O1)=O (Succinic anhydride), [OH-].[NH4+] (ammonium hydroxide). The solvent is CN1CCCC1=O (NMP). Reaction conditions: time 3 hour. Yields the product C(CCC(=O)N)(=O)[O-].[NH4+] (ammonium succinamate). Yield: 99.9%. Reaction SMILES: [C:1]1(=[O:7])[O:6][C:4](=[O:5])[CH2:3][CH2:2]1.[OH-].[NH4+:9]>CN1C(=O)CCC1>[C:1]([O-:6])(=[O:7])[CH2:2][CH2:3][C:4]([NH2:9])=[O:5].[NH4+:9] |f:1.2,4.5|. Procedure details: To demonstrate that the reactions involved above are, in fact, clean and very nearly quantitative as claimed, the experiments described below were carried out. Succinic anhydride (10 g.; 0.1 mole) was dissolved with magnetic stirring in NMP (100 ml.). Conc. ammonium hydroxide (15 ml; 0.225 mole) was added dropwise with stirring. After the addition, the stirring was continued for 3 hours, and the product precipitated during this period. The mixture was cooled, stirring was continued, and ether (1... The reactants are [OH-].[Na+] (sodium hydroxide), Cl.C(C)(C)NO (N-isopropylhydroxylamine hydrochloride), BrC(C(=O)Cl)CCBr (2,4-dibromobutyrylchloride), [OH-].[Na+] (sodium hydroxide). The solvent is O (water), C(Cl)Cl (methylene chloride). Run at temperature 5 celsius. Yields the product BrC1C(N(OCC1)C(C)C)=O (dihydro-4-bromo-2-isopropyl-2H-1,2-oxazin-3(4H)-one). Yield: 10.5%. As a reaction SMILES: Cl.[CH:2]([NH:5][OH:6])([CH3:4])[CH3:3].[OH-].[Na+].[Br:9][CH:10]([CH2:14][CH2:15]Br)[C:11](Cl)=[O:12]>C(Cl)Cl.O>[Br:9][CH:10]1[CH2:14][CH2:15][O:6][N:5]([CH:2]([CH3:4])[CH3:3])[C:11]1=[O:12] |f:0.1,2.3|. Reported procedure: To a stirred mixture of 5.3 g (47 mmol) of N-isopropylhydroxylamine hydrochloride in 100 ml of methylene chloride cooled to 5° C. was added 3.8 g (47 mmol) of 50% sodium hydroxide solution in 20 ml of water. To this mixture was added with stirring 12.4 g (47 mmol) of 2,4-dibromobutyrylchloride and twenty minutes later an additional 7.6 g (94 mmol) of 50% sodium hydroxide solution was added. After twenty hours the organic phase was separated, dried over anhydrous magnesium sulfate and concentrate...